From a dataset of the Open Reaction Database (ORD), a public repository of structured organic reaction records. describe an organic reaction: reactants, conditions, products, and yield Starting materials: CCO, Cc1c(NC(=O)CC(C)(C)C)c(C)c2c(c1C(C)O)OCC2c1ccc(C(C)C)cc1. Product: CCc1c(C)c(NC(=O)CC(C)(C)C)c(C)c2c1OCC2c1ccc(C(C)C)cc1. RXN SMILES: [CH3:32][CH2:33][OH:34].[OH:1][CH:2]([CH3:3])[c:4]1[c:5]([CH3:31])[c:6]([NH:23][C:24]([CH2:25][C:26]([CH3:27])([CH3:28])[CH3:29])=[O:30])[c:7]([CH3:22])[c:8]2[c:12]1[O:11][CH2:10][CH:9]2[c:13]1[cH:14][cH:15][c:16]([CH:19]([CH3:20])[CH3:21])[cH:17][cH:18]1>>[CH2:2]([CH3:3])[c:4]1[c:5]([CH3:31])[c:6]([NH:23][C:24]([CH2:25][C:26]([CH3:27])([CH3:28])[CH3:29])=[O:30])[c:7]([CH3:22])[c:8]2[c:12]1[O:11][CH2:10][CH:9]2[c:13]1[cH:14][cH:15][c:16]([CH:19]([CH3:20])[CH3:21])[cH:17][cH:18]1. Starting materials: C(Cl)Cl (methylene chloride), C(Cl)(Cl)Cl (chloroform), ClC(=C(Cl)Cl)Cl (perchloroethylene). Yields the product CCl (methyl chloride), ClC(=C(CCl)Cl)Cl (1,1,2,3-tetrachloropropene). As a reaction SMILES: [CH2:1](Cl)[Cl:2].[CH:4]([Cl:7])(Cl)[Cl:5].[Cl:8][C:9](Cl)=[C:10](Cl)[Cl:11]>>[CH3:1][Cl:2].[Cl:5][C:4]([Cl:7])=[C:10]([Cl:11])[CH2:9][Cl:8]. Procedure: Appropriate operating conditions of a dividing wall column will depend on the separation desirably being conducted therein, and those of ordinary skill in the art of chemical engineering are readily able to determine the same. For the exemplary reaction of methyl chloride and perchloroethylene to provide 1,1,2,3-tetrachloropropene, wherein methyl chloride, methylene chloride, chloroform, perchloroethylene, and 1,1,2,3-tetrachloropropene are desirably separated, suitable operating conditions for ... Starting materials: COC(C[C@@H]1COC2=C1C=CC(=C2)O[C@@H]2CCC1=C(C=CC(=C21)F)O)=O ({(S)-6-[(R)-7-fluoro-4-hydroxy-indan-1-yloxy]-2,3-dihydro-benzofuran-3-yl}-acetic acid methyl ester), FC1=C(C#N)C=CC=C1 (2-fluoro-benzonitrile), Intermediate 12. The product is COC(C[C@@H]1COC2=C1C=CC(=C2)O[C@@H]2CCC1=C(C=CC(=C21)F)OC2=C(C=CC=C2)C#N)=O ({(S)-6-[(R)-4-(2-Cyano-phenoxy)-7-fluoro-indan-1-yloxy]-2,3-dihydro-benzofuran-3-yl}-acetic acid methyl ester). As a reaction SMILES: [CH3:1][O:2][C:3](=[O:26])[CH2:4][C@H:5]1[C:9]2[CH:10]=[CH:11][C:12]([O:14][C@H:15]3[C:23]4[C:18](=[C:19]([OH:25])[CH:20]=[CH:21][C:22]=4[F:24])[CH2:17][CH2:16]3)=[CH:13][C:8]=2[O:7][CH2:6]1.F[C:28]1[CH:35]=[CH:34][CH:33]=[CH:32][C:29]=1[C:30]#[N:31]>>[CH3:1][O:2][C:3](=[O:26])[CH2:4][C@H:5]1[C:9]2[CH:10]=[CH:11][C:12]([O:14][C@H:15]3[C:23]4[C:18](=[C:19]([O:25][C:28]5[CH:35]=[CH:34][CH:33]=[CH:32][C:29]=5[C:30]#[N:31])[CH:20]=[CH:21][C:22]=4[F:24])[CH2:17][CH2:16]3)=[CH:13][C:8]=2[O:7][CH2:6]1. Procedure details: The title compound is prepared from {(S)-6-[(R)-7-fluoro-4-hydroxy-indan-1-yloxy]-2,3-dihydro-benzofuran-3-yl}-acetic acid methyl ester and 2-fluoro-benzonitrile following a procedure analogous to that described for Intermediate 12. LC (method 2): tR=1.11 min; Mass spectrum (ESI+): m/z=460 [M+H]+. Procedure details: Prepared in analogy to example 1.16(a) from 3-bromoquinoline and piperazine-1-carboxylic acid tert-butyl ester. Chromatography (SiO2; cyclohexane/ethyl acetate 1/1), followed by crystallization from diethyl ether/cyclohexane yields the title product as a colorless solid. As a reaction SMILES: Br[C:2]1[CH:3]=[N:4][C:5]2[C:10]([CH:11]=1)=[CH:9][CH:8]=[CH:7][CH:6]=2.[C:12]([O:16][C:17]([N:19]1[CH2:24][CH2:23][NH:22][CH2:21][CH2:20]1)=[O:18])([CH3:15])([CH3:14])[CH3:13]>>[C:12]([O:16][C:17]([N:19]1[CH2:24][CH2:23][N:22]([C:2]2[CH:3]=[N:4][C:5]3[C:10]([CH:11]=2)=[CH:9][CH:8]=[CH:7][CH:6]=3)[CH2:21][CH2:20]1)=[O:18])([CH3:15])([CH3:13])[CH3:14]. Starting materials: BrC=1C=NC2=CC=CC=C2C1 (3-bromoquinoline), C(C)(C)(C)OC(=O)N1CCNCC1 (piperazine-1-carboxylic acid tert-butyl ester). Yields the product C(C)(C)(C)OC(=O)N1CCN(CC1)C=1C=NC2=CC=CC=C2C1 (4-Quinolin-3-yl-piperazine-1-carboxylic Acid Tert.-butyl Ester). Starting materials: C(=O)C1=CC=C(S1)C(=O)O (5-Formyl-2-thiophenecarboxylic acid), C(C)(C)(C)O (tert-butyl alcohol), CS(=O)(=O)Cl (methanesulfonyl chloride), C(C)(C)N(C(C)C)CC (N,N-diisopropylethylamine), di-tert-butyl bicarbonate, [BH4-].[Na+] (sodium borohydride). Reagents/catalysts: CN(C1=CC=NC=C1)C (4-dimethylaminopyridine). The solvent is C(C)(=O)OCC (ethyl acetate), ClCCl (dichloromethane), CO (methanol). Conditions: time 3 day. Yields the product C(C)(C)(C)OC(=O)C=1SC(=CC1)CCl (5-chloromethyl-2-thiophenecarboxylic acid tert-butyl ester). As a reaction SMILES: [CH:1]([C:3]1[S:7][C:6]([C:8]([OH:10])=[O:9])=[CH:5][CH:4]=1)=O.[BH4-].[Na+].CS([Cl:17])(=O)=O.C(N(CC)C(C)C)(C)C.[C:27](O)([CH3:30])([CH3:29])[CH3:28]>ClCCl.CN(C)C1C=CN=CC=1.CO.C(OCC)(=O)C>[C:27]([O:10][C:8]([C:6]1[S:7][C:3]([CH2:1][Cl:17])=[CH:4][CH:5]=1)=[O:9])([CH3:30])([CH3:29])[CH3:28] |f:1.2|. Procedure details: 5-Formyl-2-thiophenecarboxylic acid (25 g, 160 mmol) was dissolved in tert-butyl alcohol (400 ml) and dichloromethane (100 ml), di-tert-butyl bicarbonate (42.0 g, 192 mmol), and 4-dimethylaminopyridine (2.0 g, 16 mmol) were added, and the mixture was stirred at room temperature for 3 days. The solvent was evaporated under reduced pressure, ethyl acetate was added, and the mixture was washed successively with water, 0.5N aqueous sodium hydroxide solution and saturated brine. The ethyl acetate lay... Solvent: C(Cl)Cl (methylene chloride). Starting materials: CN1CCN(CC1)C1=C2C=C(NC2=CC=C1)C (4-methyl-1-(2-methyl-1H-indol-4-yl)piperazine), ClC(=O)OCC(Cl)(Cl)Cl (2,2,2-trichloroethyl chloroformate), C(O)([O-])=O.[Na+] (sodium hydrogen carbonate). Isolated yield 85.0%. Reaction SMILES: C[N:2]1[CH2:7][CH2:6][N:5]([C:8]2[CH:16]=[CH:15][CH:14]=[C:13]3[C:9]=2[CH:10]=[C:11]([CH3:17])[NH:12]3)[CH2:4][CH2:3]1.Cl[C:19]([O:21][CH2:22][C:23]([Cl:26])([Cl:25])[Cl:24])=[O:20].C(=O)([O-])O.[Na+]>C(Cl)Cl>[Cl:24][C:23]([Cl:26])([Cl:25])[CH2:22][O:21][C:19]([N:2]1[CH2:7][CH2:6][N:5]([C:8]2[CH:16]=[CH:15][CH:14]=[C:13]3[C:9]=2[CH:10]=[C:11]([CH3:17])[NH:12]3)[CH2:4][CH2:3]1)=[O:20] |f:2.3|. The product is ClC(COC(=O)N1CCN(CC1)C1=C2C=C(NC2=CC=C1)C)(Cl)Cl (4-(2,2,2-trichloroethoxycarbonyl)-1-(2-methyl-1H-indol-4-yl)piperazine). Procedure: A solution of 4-methyl-1-(2-methyl-1H-indol-4-yl)piperazine (0.510 g, 2.22 mmol) and 2,2,2-trichloroethyl chloroformate (5 mL) was heated at 100-110° C. for 48 hours. The reaction solution was cooled, and methylene chloride (200 mL) followed carefully by a saturated solution of sodium hydrogen carbonate (20 mL) were added. The organic layer was removed, dried (potassium carbonate), and evaporated under reduced pressure. The residue was chromatographed using silica gel (approximately 300 g) using... Reactants: CN(CCCN(Cc1ccc2c(c1)OCO2)C(=O)OC(C)(C)C)c1nc(-n2ccnc2)ns1, ClCCl, O=C(O)C(F)(F)F. The product is CN(CCCNCc1ccc2c(c1)OCO2)c1nc(-n2ccnc2)ns1. As a reaction SMILES: [C:1]([O:2][C:3](=[O:4])[N:7]([CH2:8][CH2:9][CH2:10][N:11]([CH3:12])[c:13]1[n:14][c:15](-[n:18]2[cH:19][n:20][cH:21][cH:22]2)[n:16][s:17]1)[CH2:23][c:24]1[cH:25][c:26]2[c:27]([cH:31][cH:32]1)[O:28][CH2:29][O:30]2)([CH3:5])([CH3:6])[CH3:33].[Cl:41][CH2:42][Cl:43].[F:34][C:35]([F:36])([F:37])[C:38]([OH:39])=[O:40]>>[NH:7]([CH2:8][CH2:9][CH2:10][N:11]([CH3:12])[c:13]1[n:14][c:15](-[n:18]2[cH:19][n:20][cH:21][cH:22]2)[n:16][s:17]1)[CH2:23][c:24]1[cH:25][c:26]2[c:27]([cH:31][cH:32]1)[O:28][CH2:29][O:30]2. Starting materials: O=C([O-])O, O=Cc1ccccc1, Cl, [K+], N=C(N)NN, [OH-], O. Product: N=C(N)NN=Cc1ccccc1. RXN SMILES: [C:6](=[O:7])([OH:8])[O-:9].[CH:11](=[O:12])[c:13]1[cH:14][cH:15][cH:16][cH:17][cH:18]1.[ClH:10].[K+:20].[NH2:1][NH:2][C:3]([NH2:4])=[NH:5].[OH-:19].[OH2:21]>>[N:1]([NH:2][C:3]([NH2:4])=[NH:5])=[CH:11][c:13]1[cH:14][cH:15][cH:16][cH:17][cH:18]1. Reactants: BrC1=C(C=CC=C1)CC[C@H](C1=CC(=CC=C1)C=O)SCC1(CC1)CC(=O)OC (Methyl (R)-1-(((3-(2-bromophenyl)-1-(3-formylphenyl)propyl)thio)methyl)cyclopropaneacetate), [Li]CCCC (BuLi), [Br-].FC=1C=C2C=CC(=NC2=CC1F)C[P+](C1=CC=CC=C1)(C1=CC=CC=C1)C1=CC=CC=C1 (((6,7-Difluoro-2-quinolinyl)methyl)triphenylphosphonium bromide). Run in C1CCOC1 (THF), CCCCCC (hexane), C1CCOC1 (THF). Run at temperature -10 celsius, time 10 minute. Yields the product BrC1=C(C=CC=C1)CC[C@H](C1=CC(=CC=C1)C=CC1=NC2=CC(=C(C=C2C=C1)F)F)SCC1(CC1)CC(=O)OC (Methyl (R)-1-(((3-(2-bromophenyl)-1-(3-(2-(6,7-difluoro-2-quinolinyl)ethenyl)phenyl)propyl)thio)methyl)cyclopropaneacetate). RXN SMILES: [Li]CCCC.[Br-].[F:7][C:8]1[CH:9]=[C:10]2[C:15](=[CH:16][C:17]=1[F:18])[N:14]=[C:13]([CH2:19][P+](C1C=CC=CC=1)(C1C=CC=CC=1)C1C=CC=CC=1)[CH:12]=[CH:11]2.[Br:39][C:40]1[CH:45]=[CH:44][CH:43]=[CH:42][C:41]=1[CH2:46][CH2:47][C@@H:48]([S:57][CH2:58][C:59]1([CH2:62][C:63]([O:65][CH3:66])=[O:64])[CH2:61][CH2:60]1)[C:49]1[CH:54]=[CH:53][CH:52]=[C:51]([CH:55]=O)[CH:50]=1>CCCCCC.C1COCC1>[Br:39][C:40]1[CH:45]=[CH:44][CH:43]=[CH:42][C:41]=1[CH2:46][CH2:47][C@@H:48]([S:57][CH2:58][C:59]1([CH2:62][C:63]([O:65][CH3:66])=[O:64])[CH2:60][CH2:61]1)[C:49]1[CH:54]=[CH:53][CH:52]=[C:51]([CH:55]=[CH:19][C:13]2[CH:12]=[CH:11][C:10]3[C:15](=[CH:16][C:17]([F:18])=[C:8]([F:7])[CH:9]=3)[N:14]=2)[CH:50]=1 |f:1.2|. Procedure: At -78° C., 1.6M BuLi in hexane (700 μL) was added to a suspension of the phosphonium salt of Step 9 (646 mg, 1.1 equiv.) in 6 mL of anh. THF and the mixture was stirred at -10° C. for 10 min. At -78° C., a solution of the aldehyde of Step 8 (515 mg, 1.12 mmol) in 4 mL of THF was then added dropwise. The mixture was stirred at -78° C. for 30 min. and at -10° C. for 30 min. and was quenched with 25% aq. NH4OAc. The product was extracted in EtOAc, dried over Na2SO4, is and purified by flash chromo... The reactants are C(C)OCC=1C=CC(=NC1C)N (5-Ethoxymethyl-6-methyl-pyridin-2-ylamine), FC(C=1C=C(C=CC1)S(=O)(=O)Cl)(F)F (3-(trifluoromethyl)-benzenesulfonyl chloride). Yields the product C(C)OCC=1C=CC(=NC1C)NS(=O)(=O)C1=CC(=CC=C1)C(F)(F)F (N-(5-Ethoxymethyl-6-methyl-pyridin-2-yl)-3-trifluoromethyl-benzenesulfonamide). RXN SMILES: [CH2:1]([O:3][CH2:4][C:5]1[CH:6]=[CH:7][C:8]([NH2:12])=[N:9][C:10]=1[CH3:11])[CH3:2].[F:13][C:14]([F:26])([F:25])[C:15]1[CH:16]=[C:17]([S:21](Cl)(=[O:23])=[O:22])[CH:18]=[CH:19][CH:20]=1>>[CH2:1]([O:3][CH2:4][C:5]1[CH:6]=[CH:7][C:8]([NH:12][S:21]([C:17]2[CH:18]=[CH:19][CH:20]=[C:15]([C:14]([F:13])([F:25])[F:26])[CH:16]=2)(=[O:23])=[O:22])=[N:9][C:10]=1[CH3:11])[CH3:2]. Procedure: This material was prepared in analogy to example 1 from 5-Ethoxymethyl-6-methyl-pyridin-2-ylamine (0.066 g) and 3-(trifluoromethyl)-benzenesulfonyl chloride (0.108 g) as a light yellow solid (0.115 g). MS (ESI−): 373.1 ([M−H]−)